Task: describe an organic reaction: reactants, conditions, products, and yield. Dataset: the Open Reaction Database (ORD), a public repository of structured organic reaction records The product is N1(CCCC1)CCCCCN (5-(Pyrrolidin-1-yl)Pentylamine). Starting materials: N1(CCCC1)CCCCCN1C(C=2C(C1=O)=CC=CC2)=O (N-(5-Pyrrolidin-1-ylpentyl)Phthalimide), NN.O (NH2NH2.H2O). RXN SMILES: [N:1]1([CH2:6][CH2:7][CH2:8][CH2:9][CH2:10][N:11]2C(=O)C3=CC=CC=C3C2=O)[CH2:5][CH2:4][CH2:3][CH2:2]1.NN.O>C(O)C>[N:1]1([CH2:6][CH2:7][CH2:8][CH2:9][CH2:10][NH2:11])[CH2:5][CH2:4][CH2:3][CH2:2]1 |f:1.2|. Run in C(C)O (ethanol). Isolated yield 84.1%. Procedure: To a solution of N-(5-pyrrolidin-1-ylpentyl)phthalimide (3) (3.27 g, 11.42 mmol) dissolved in ethanol (100 ml) was added NH2NH2.H2O (hydrazine monohydrate) (5.54 ml, 114.19 mmol) at room temperature, and the reaction mixture was refluxed for 24 hours. After the reaction was completed, the resulting reaction mixture was filtered under reduced pressure to give the target compound (1.50 g, 84%). The reactants are CC(C)(C)[O-], COc1cccc(Cl)c1I, [Cu]I, Fc1cccc(S)c1, [Na+]. Product: COc1cccc(Cl)c1Sc1cccc(F)c1. Reaction SMILES: [CH3:1][C:2]([CH3:3])([O-:4])[CH3:5].[Cl:15][c:16]1[c:17]([I:24])[c:18]([O:22][CH3:23])[cH:19][cH:20][cH:21]1.[Cu:25][I:26].[F:7][c:8]1[cH:9][c:10]([SH:14])[cH:11][cH:12][cH:13]1.[Na+:6]>>[F:7][c:8]1[cH:9][c:10]([S:14][c:17]2[c:16]([Cl:15])[cH:21][cH:20][cH:19][c:18]2[O:22][CH3:23])[cH:11][cH:12][cH:13]1. The reactants are O=C([O-])[O-], C#CCBr, CN(C)C=O, Cn1c(C(F)(F)F)cnc(-c2cc(O)c(Cl)cc2F)c1=O, [K+], [K+], O. Yields the product C#CCOc1cc(-c2ncc(C(F)(F)F)n(C)c2=O)c(F)cc1Cl. As a reaction SMILES: [C:22](=[O:23])([O-:24])[O-:25].[CH2:28]([C:29]#[CH:30])[Br:31].[CH3:33][N:34]([CH3:35])[CH:36]=[O:37].[Cl:1][c:2]1[cH:3][c:4]([F:21])[c:5](-[c:9]2[c:10](=[O:20])[n:11]([CH3:19])[c:12]([C:15]([F:16])([F:17])[F:18])[cH:13][n:14]2)[cH:6][c:7]1[OH:8].[K+:26].[K+:27].[OH2:32]>>[Cl:1][c:2]1[cH:3][c:4]([F:21])[c:5](-[c:9]2[c:10](=[O:20])[n:11]([CH3:19])[c:12]([C:15]([F:16])([F:17])[F:18])[cH:13][n:14]2)[cH:6][c:7]1[O:8][CH2:30][C:29]#[CH:28]. Reactants: CC(Br)Br, CC[N+](CC)(CC)Cc1ccccc1, Cc1cc([N+](=O)[O-])ccc1CC#N, [Cl-], Cl, [Na+], [OH-]. Yields the product Cc1cc([N+](=O)[O-])ccc1C1(C#N)CC1. As a reaction SMILES: [Br:14][CH:15]([CH3:16])[Br:17].[CH2:22]([N+:23]([CH2:24][CH3:25])([CH2:26][CH3:27])[CH2:28][CH3:29])[c:30]1[cH:31][cH:32][cH:33][cH:34][cH:35]1.[CH3:1][c:2]1[c:3]([CH2:11][C:12]#[N:13])[cH:4][cH:5][c:6]([N+:8](=[O:9])[O-:10])[cH:7]1.[Cl-:21].[ClH:20].[Na+:19].[OH-:18]>>[CH3:1][c:2]1[c:3]([C:11]2([C:12]#[N:13])[CH2:15][CH2:16]2)[cH:4][cH:5][c:6]([N+:8](=[O:9])[O-:10])[cH:7]1. Procedure: DE 199 20 962 A1 concerns the adjustment of the pH of a sarcosine-containing solution by bipolar electrodialysis. In this process the solution that is prepared is preferably adjusted to a pH of 9 to 10 and can subsequently be reacted with cyanamide to form creatine or creatine monohydrate. The product is O=C(O)CN(C)C(N)=N (creatine), O.O=C(O)CN(C)C(N)=N (creatine monohydrate). RXN SMILES: [NH:1]([CH2:3][C:4]([OH:6])=[O:5])[CH3:2].[N:7]#[C:8][NH2:9]>>[O:5]=[C:4]([CH2:3][N:1]([C:8](=[NH:7])[NH2:9])[CH3:2])[OH:6].[OH2:5].[O:5]=[C:4]([CH2:3][N:1]([C:8](=[NH:7])[NH2:9])[CH3:2])[OH:6] |f:3.4|. Starting materials: N#CN (cyanamide), 962 A1, N(C)CC(=O)O (sarcosine). Starting materials: CC(C[C@H](CC)O)CCC=C ((S)-5-methylnon-8-en-3-ol), N1=CC=CC=C1 (pyridine), C1(=CC=C(C=C1)S(=O)(=O)Cl)C (p-toluenesulfonyl chloride). The reagents and catalysts are CN(C)C=1C=CN=CC1 (DMAP). Solvent: C(Cl)Cl (DCM). Reaction conditions: time 8 hour. The product is CC1=CC=C(C=C1)S(=O)(=O)O[C@@H](CC)CC(CCC=C)C ((S)-5-methylnon-8-en-3-yl 4-methylbenzenesulfonate). Isolated yield 79.2%. RXN SMILES: [CH3:1][CH:2]([CH2:8][CH2:9][CH:10]=[CH2:11])[CH2:3][C@@H:4]([OH:7])[CH2:5][CH3:6].N1C=CC=CC=1.[C:18]1([CH3:28])[CH:23]=[CH:22][C:21]([S:24](Cl)(=[O:26])=[O:25])=[CH:20][CH:19]=1>C(Cl)Cl.CN(C1C=CN=CC=1)C>[CH3:28][C:18]1[CH:23]=[CH:22][C:21]([S:24]([O:7][C@H:4]([CH2:3][CH:2]([CH3:1])[CH2:8][CH2:9][CH:10]=[CH2:11])[CH2:5][CH3:6])(=[O:26])=[O:25])=[CH:20][CH:19]=1. Procedure details: To a solution of (S)-5-methylnon-8-en-3-ol (9.5 g, 61 mmol) in DCM (100 mL) was added pyridine (20 mL) followed by DMAP (0.74 g, 6.08 mmole) and the solution was stirred for 10 min. p-toluenesulfonyl chloride (17.39 g, 91 mmole) was added to the reaction mass at 0° C. The reaction mass was allowed to come to room temperature and stirred overnight. Solvent was removed under reduced pressure and the residue was diluted with ethyl acetate (100 mL). The organic solution was washed with aqueous 1.5 N... Starting materials: ClC1=NC=NC2=CC=C(C=C12)S(=O)(=O)N1CCN(CC1)CC(C1=CC=CC=C1)OCC (1-(4-chloro-6-quinazolinesulfonyl)-4-(2-ethoxy-2-phenylethyl)piperazine), CNC1CCCCC1 (N-methyl-N-cyclohexylamine), C([O-])([O-])=O.[K+].[K+] (potassium carbonate). Solvent: C(Cl)(Cl)Cl (chloroform). Reaction conditions: time 3 hour. Product: CN(C1CCCCC1)C1=NC=NC2=CC=C(C=C12)S(=O)(=O)N1CCN(CC1)CC(C1=CC=CC=C1)OCC (1-[4-(N-methyl-N-cyclohexylamino)-6-quinazolinesulfonyl]-4-(2-ethoxy-2-phenylethyl)piperazine). Isolated yield 78.3%. RXN SMILES: Cl[C:2]1[C:11]2[C:6](=[CH:7][CH:8]=[C:9]([S:12]([N:15]3[CH2:20][CH2:19][N:18]([CH2:21][CH:22]([O:29][CH2:30][CH3:31])[C:23]4[CH:28]=[CH:27][CH:26]=[CH:25][CH:24]=4)[CH2:17][CH2:16]3)(=[O:14])=[O:13])[CH:10]=2)[N:5]=[CH:4][N:3]=1.[CH3:32][NH:33][CH:34]1[CH2:39][CH2:38][CH2:37][CH2:36][CH2:35]1.C(=O)([O-])[O-].[K+].[K+]>C(Cl)(Cl)Cl>[CH3:32][N:33]([C:2]1[C:11]2[C:6](=[CH:7][CH:8]=[C:9]([S:12]([N:15]3[CH2:16][CH2:17][N:18]([CH2:21][CH:22]([O:29][CH2:30][CH3:31])[C:23]4[CH:28]=[CH:27][CH:26]=[CH:25][CH:24]=4)[CH2:19][CH2:20]3)(=[O:14])=[O:13])[CH:10]=2)[N:5]=[CH:4][N:3]=1)[CH:34]1[CH2:39][CH2:38][CH2:37][CH2:36][CH2:35]1 |f:2.3.4|. Procedure: In 50 ml of chloroform was dissolved 4.6 g of 1-(4-chloro-6-quinazolinesulfonyl)-4-(2-ethoxy-2-phenylethyl)piperazine, and to the solution were added 1.7 g of N-methyl-N-cyclohexylamine and 1 g of anhydrous potassium carbonate, and the mixture was stirred at a temperature of 20° C. to 25° C. for 3 hours. The reaction solution thus obtained was washed with water, dried with anhydrous potassium carbonate and then chloroform was distilled therefrom. The residue was subjected to the same silica gel-... Starting materials: NC1=NC2=CC=CC=C2C=C1O (2-amino-3-hydroxyquinoline), CC(C([O-])([O-])[O-])(C)C (trimethylorthoacetate), C1(=CC=C(C=C1)S(=O)(=O)O)C (p-toluenesulfonic acid). The solvent is C(C)(=O)OCC (ethyl acetate). Reaction conditions: temperature 60 celsius. Yields the product CC=1OC=2C(=NC=3C=CC=CC3C2)N1 (2-methyloxazolo[4,5-b]quinoline). Reaction SMILES: [NH2:1][C:2]1[C:11]([OH:12])=[CH:10][C:9]2[C:4](=[CH:5][CH:6]=[CH:7][CH:8]=2)[N:3]=1.[CH3:13][C:14](C)(C)C([O-])([O-])[O-].C1(C)C=CC(S(O)(=O)=O)=CC=1>C(OCC)(=O)C>[CH3:13][C:14]1[O:12][C:11]2[C:2]([N:1]=1)=[N:3][C:4]1[CH:5]=[CH:6][CH:7]=[CH:8][C:9]=1[CH:10]=2. Reported procedure: A mixture of 0.6 g of 2-amino-3-hydroxyquinoline, 3.8 mL of trimethylorthoacetate and 0.1 g of p-toluenesulfonic acid is heated at 60° C. for 7 hours. The reaction mixture is then diluted with ethyl acetate, washed with sodium bicarbonate, and purified by column chromatography on silica gel to yield 0.28 g of 2-methyloxazolo[4,5-b]quinoline. The quinoline is heated with one equivalent of methyl tosylate at 70° C. for one hour to generate the product.